Dataset: the Open Reaction Database (ORD), a public repository of structured organic reaction records. Task: describe an organic reaction: reactants, conditions, products, and yield Reactants: CC(C)CO, ClCCCl, CN(C)c1ccncc1, C1COCCO1, CSCCC(NC(=O)Cc1ccccc1)C(=O)O. Product: CSCCC(NC(=O)Cc1ccccc1)C(=O)OCC(C)C. Reaction SMILES: [CH2:19]([CH:20]([CH3:21])[CH3:22])[OH:23].[CH2:24]([Cl:25])[CH2:26][Cl:27].[CH3:34][N:35]([c:36]1[cH:37][cH:38][n:39][cH:40][cH:41]1)[CH3:42].[O:28]1[CH2:29][CH2:30][O:31][CH2:32][CH2:33]1.[c:1]1([CH2:7][C:8](=[O:9])[NH:10][CH:11]([CH2:12][CH2:13][S:14][CH3:15])[C:16](=[O:17])[OH:18])[cH:2][cH:3][cH:4][cH:5][cH:6]1>>[c:1]1([CH2:7][C:8](=[O:9])[NH:10][CH:11]([CH2:12][CH2:13][S:14][CH3:15])[C:16]([O:17][CH2:19][CH:20]([CH3:21])[CH3:22])=[O:18])[cH:2][cH:3][cH:4][cH:5][cH:6]1. Product: COC1=CC=CC=2[C@H]3CCN[C@H]3CCC21 (rac-cis-2,3,3a,4,5,9b-hexahydro-6-methoxy-1H-benzo[e]indole). Starting materials: [H-].[Al+3].[Li+].[H-].[H-].[H-] (lithium aluminum hydride), COC1=CC=CC=2[C@H]3CC(N[C@H]3CCC21)=O (rac-cis-1,3,3a,4,5,9b-hexahydro-6-methoxy-2H-benzo[e]indol-2-one), O (water), [OH-].[Na+] (sodium hydroxide), O (water). The yield is 95.4%. Reaction SMILES: [H-].[Al+3].[Li+].[H-].[H-].[H-].[CH3:7][O:8][C:9]1[C:21]2[CH2:20][CH2:19][C@H:18]3[C@H:14]([CH2:15][C:16](=O)[NH:17]3)[C:13]=2[CH:12]=[CH:11][CH:10]=1.O.[OH-].[Na+]>O1CCCC1>[CH3:7][O:8][C:9]1[C:21]2[CH2:20][CH2:19][C@H:18]3[C@H:14]([CH2:15][CH2:16][NH:17]3)[C:13]=2[CH:12]=[CH:11][CH:10]=1 |f:0.1.2.3.4.5,8.9|. The solvent is O1CCCC1 (tetrahydrofuran). Procedure details: A suspension of 25 g (0.66 mol) of lithium aluminum hydride in 2 l of tetrahydrofuran was treated portionwise with 71.5 g (0.33 mol) of rac-cis-1,3,3a,4,5,9b-hexahydro-6-methoxy-2H-benzo[e]indol-2-one. The mixture was boiled at reflux overnight, cooled to about -10° and then hydrolyzed by the successive dropwise addition of 25 ml of water, 25 ml of 15 percent sodium hydroxide solution and 75 ml of water. The solid residue was filtered off and rinsed with methylene chloride. The organic phases we... The reactants are C(C)(C)O (isopropanol), C(C)(C)OC(CC(=O)C=CC1=CC(=CC=C1)[N+](=O)[O-])=O (3-nitrobenzylideneacetoacetic acid isopropyl ester), C(CC)OC(CC(N)=N)=O (amidinoacetic acid n-propyl ester), C(C)O (ethanol). Product: C(C)(C)OC(=O)C=1C(C(=C(NC1C)N)C(=O)OCCC)C1=CC(=CC=C1)[N+](=O)[O-] (2-amino-6-methyl-4-(3-nitrophenyl)-1,4-dihydropyridine-3,5-dicarboxylic acid 3-n-propyl ester 5-isopropyl ester). Isolated yield 75.0%. RXN SMILES: C(OC(=O)C[C:7]([CH:9]=[CH:10][C:11]1[CH:16]=[CH:15][CH:14]=[C:13]([N+:17]([O-:19])=[O:18])[CH:12]=1)=[O:8])(C)C.[CH2:21]([O:24][C:25](=[O:30])[CH2:26][C:27](=[NH:29])[NH2:28])[CH2:22][CH3:23].[CH:31]([OH:34])([CH3:33])[CH3:32].[CH2:35](O)[CH3:36]>>[CH:31]([O:34][C:7]([C:9]1[CH:10]([C:11]2[CH:16]=[CH:15][CH:14]=[C:13]([N+:17]([O-:19])=[O:18])[CH:12]=2)[C:26]([C:25]([O:24][CH2:21][CH2:22][CH3:23])=[O:30])=[C:27]([NH2:28])[NH:29][C:35]=1[CH3:36])=[O:8])([CH3:33])[CH3:32]. Reported procedure: Upon heating a solution of 13.9 g of 3-nitrobenzylideneacetoacetic acid isopropyl ester and 7.2 g of amidinoacetic acid n-propyl ester in 100 ml of ethanol for 6 hours, 2-amino-6-methyl-4-(3-nitrophenyl)-1,4-dihydropyridine-3,5-dicarboxylic acid 3-n-propyl ester 5-isopropyl ester of melting point 199°C (isopropanol) is obtained. The reactants are CO, COC(=O)C(C)(C)Oc1ccc(Cl)cc1C1CC(=O)NC(c2cc(C)ccc2OC)C12C(=O)Nc1cc(Cl)ccc12, [Na+], [OH-], O. The product is COc1ccc(C)cc1C1NC(=O)CC(c2cc(Cl)ccc2OC(C)(C)C(=O)O)C12C(=O)Nc1cc(Cl)ccc12. Reaction SMILES: [CH3:45][OH:46].[Cl:1][c:2]1[cH:3][cH:4][c:5]2[c:9]([cH:10]1)[NH:8][C:7](=[O:11])[C:6]21[CH:12]([c:33]2[c:34]([O:40][CH3:41])[cH:35][cH:36][c:37]([CH3:39])[cH:38]2)[NH:13][C:14](=[O:32])[CH2:15][CH:16]1[c:17]1[c:18]([O:24][C:25]([CH3:26])([CH3:27])[C:28](=[O:29])[O:30][CH3:31])[cH:19][cH:20][c:21]([Cl:23])[cH:22]1.[Na+:43].[OH-:42].[OH2:44]>>[Cl:1][c:2]1[cH:3][cH:4][c:5]2[c:9]([cH:10]1)[NH:8][C:7](=[O:11])[C:6]21[CH:12]([c:33]2[c:34]([O:40][CH3:41])[cH:35][cH:36][c:37]([CH3:39])[cH:38]2)[NH:13][C:14](=[O:32])[CH2:15][CH:16]1[c:17]1[c:18]([O:24][C:25]([CH3:26])([CH3:27])[C:28](=[O:29])[OH:30])[cH:19][cH:20][c:21]([Cl:23])[cH:22]1. The reactants are C(=O)(OC(C)(C)C)N1CCNCC1 (1-Boc-piperazine), N1=CC=CC=C1 (pyridine), ClC(=O)OC(C)Cl (1-chloroethyl chloroformate). Solvent: C(Cl)Cl (methylene chloride). Product: ClC(C)OC(=O)N1CCN(CC1)C(=O)OC(C)(C)C (piperazine-1,4-dicarboxylic acid tert-butyl ester 1-chloro-ethyl ester). As a reaction SMILES: Cl[C:2]([O:4][CH:5]([Cl:7])[CH3:6])=[O:3].[C:8]([N:15]1[CH2:20][CH2:19][NH:18][CH2:17][CH2:16]1)([O:10][C:11]([CH3:14])([CH3:13])[CH3:12])=[O:9].N1C=CC=CC=1>C(Cl)Cl>[Cl:7][CH:5]([O:4][C:2]([N:18]1[CH2:17][CH2:16][N:15]([C:8]([O:10][C:11]([CH3:14])([CH3:13])[CH3:12])=[O:9])[CH2:20][CH2:19]1)=[O:3])[CH3:6]. Reported procedure: In a manner similar to the method described in Example 3, 1-chloroethyl chloroformate (Oakwood, 1.46 g, 1.1 mL, 10.2 mmol) was reacted with 1-Boc-piperazine (Alfa Aesar, 1.5756 g, 8.37 mmol) and pyridine (870 mg, 0.89 mL, 11.0 mmol) in methylene chloride (10 mL) from −78° C. for 1 h and then at room temperature overnight to give piperazine-1,4-dicarboxylic acid tert-butyl ester 1-chloro-ethyl ester. A portion of piperazine-1,4-dicarboxylic acid tert-butyl ester 1-chloro-ethyl ester (682 mg, 1.67... The reactants are C#Cc1ccccn1, O=S(=O)(Oc1ccc(Cc2cc(C3(O)OC(CO)C(O)C(O)C3O)ccc2Cl)cc1)C(F)(F)F. The product is OCC1OC(O)(c2ccc(Cl)c(Cc3ccc(C#Cc4ccccn4)cc3)c2)C(O)C(O)C1O. As a reaction SMILES: [C:35](#[CH:36])[c:37]1[n:38][cH:39][cH:40][cH:41][cH:42]1.[Cl:1][c:2]1[c:3]([CH2:20][c:21]2[cH:22][cH:23][c:24]([O:27][S:28]([C:29]([F:30])([F:31])[F:32])(=[O:33])=[O:34])[cH:25][cH:26]2)[cH:4][c:5]([C:8]2([OH:9])[CH:10]([OH:11])[CH:12]([OH:13])[CH:14]([OH:15])[CH:16]([CH2:18][OH:19])[O:17]2)[cH:6][cH:7]1>>[Cl:1][c:2]1[c:3]([CH2:20][c:21]2[cH:22][cH:23][c:24]([C:36]#[C:35][c:37]3[n:38][cH:39][cH:40][cH:41][cH:42]3)[cH:25][cH:26]2)[cH:4][c:5]([C:8]2([OH:9])[CH:10]([OH:11])[CH:12]([OH:13])[CH:14]([OH:15])[CH:16]([CH2:18][OH:19])[O:17]2)[cH:6][cH:7]1.